The task is: describe an organic reaction: reactants, conditions, products, and yield. This data is from the Open Reaction Database (ORD), a public repository of structured organic reaction records. Reactants: O (Water), COC(C1=CN=C(C(=C1)Br)OCCOC)=O (5-Bromo-6-(2-methoxy-ethoxy)-nicotinic acid methyl ester), ClC1=CC=C(C=C1)B(O)O (4-chlorophenylboronic acid), C([O-])([O-])=O.[Na+].[Na+] (sodium carbonate). Reagents/catalysts: C1=CC=C(C=C1)P([C-]2C=CC=C2)C3=CC=CC=C3.C1=CC=C(C=C1)P([C-]2C=CC=C2)C3=CC=CC=C3.Cl[Pd]Cl.[Fe+2].C(Cl)Cl ([1,1′-bis(diphenylphosphino)ferrocene]dichloropalladium(II) CH2Cl2). The solvent is C1(=CC=CC=C1)C (toluene). Run at temperature 90 celsius. Product: COC(C1=CN=C(C(=C1)C1=CC=C(C=C1)Cl)OCCOC)=O (5-(4-Chloro-phenyl)-6-(2-methoxy-ethoxy)-nicotinic Acid Methyl Ester). The yield is 56.8%. RXN SMILES: [CH3:1][O:2][C:3](=[O:16])[C:4]1[CH:9]=[C:8](Br)[C:7]([O:11][CH2:12][CH2:13][O:14][CH3:15])=[N:6][CH:5]=1.[Cl:17][C:18]1[CH:23]=[CH:22][C:21](B(O)O)=[CH:20][CH:19]=1.C(=O)([O-])[O-].[Na+].[Na+].O>C1(C)C=CC=CC=1.C1C=CC(P(C2C=CC=CC=2)[C-]2C=CC=C2)=CC=1.C1C=CC(P(C2C=CC=CC=2)[C-]2C=CC=C2)=CC=1.Cl[Pd]Cl.[Fe+2].C(Cl)Cl>[CH3:1][O:2][C:3](=[O:16])[C:4]1[CH:9]=[C:8]([C:21]2[CH:22]=[CH:23][C:18]([Cl:17])=[CH:19][CH:20]=2)[C:7]([O:11][CH2:12][CH2:13][O:14][CH3:15])=[N:6][CH:5]=1 |f:2.3.4,7.8.9.10.11|. Reported procedure: 5-Bromo-6-(2-methoxy-ethoxy)-nicotinic acid methyl ester (8.7 g, 29 mmol) was dissolved in toluene (85 mL). To this solution was added with stirring [1,1′-bis(diphenylphosphino)ferrocene]dichloropalladium(II) CH2Cl2 (1.2 g, 1.4 mmol), 4-chlorophenylboronic acid (4.9 g, 29 mmol) and sodium carbonate solution (2M, 30 mL). This mixture was heated to 90° C. for 1.5 h and cooled to room temperature. Water (150 mL) was added, the phases were separated and the water mixture was extracted with ethylacet... Starting materials: C(O)([O-])=O.[Na+] (sodium hydrogen carbonate), C(C)(=O)[O-].[Na+] (sodium acetate), BrN1C(CCC1=O)=O (N-bromosuccinimide), [OH-].[Na+] (sodium hydroxide), C(C1=CC=CO1)O (furfuryl alcohol), C(C1=CC=CO1)O (furfuryl alcohol), C(C)(=O)OC(C)=O (acetic anhydride). The reagents and catalysts are CN(C)C=1C=CN=CC1 (DMAP). Run in O (water), C1CCOC1 (THF), C1CCOC1 (THF). Conditions: temperature -15 celsius, time 10 minute. Yields the product C(C)(=O)OC1OCC(C=C1)=O (5,6-dihydro-5-oxo-2H-pyran-2-yl acetate). Yield: 66.1%. As a reaction SMILES: C(=O)([O-])O.[Na+].[C:6]([O-:9])(=[O:8])[CH3:7].[Na+].BrN1C(=O)CCC1=O.[CH2:19]([OH:25])[C:20]1[O:24][CH:23]=[CH:22][CH:21]=1.C(OC(=O)C)(=O)C.[OH-].[Na+]>O.C1COCC1.CN(C1C=CN=CC=1)C>[C:6]([O:9][CH:23]1[CH:22]=[CH:21][C:19](=[O:25])[CH2:20][O:24]1)(=[O:8])[CH3:7] |f:0.1,2.3,7.8|. Reported procedure: 2055 g of sodium hydrogen carbonate and 1004 g of sodium acetate were dissolved in a mixed solvent of 1.8 L of water and 15 L of THF. The resultant was cooled to −15° C., and 1.2 L of THF solution containing 2257 g of N-bromosuccinimide was added while maintaining the temperature at 0° C. or lower. Furthermore, 1200 g of furfuryl alcohol (Compound 1) was added while maintaining the temperature at 0° C. or lower, and agitated at the same temperature for 10 minutes. After confirming the end of the... Reactants: C(C)N1CCCC2C(C(=C(C=C12)F)F)=O (1-Ethyl-6,7-difluoro-1,2,3,4-tetrahydro-5-oxoquinoline), C1(=C(C(=O)C(=C(C1=O)Cl)Cl)Cl)Cl (p-chloranil), 1-B. Yields the product C(C)N1C=CC(C2=CC(=C(C=C12)F)F)=O (1-ethyl-6,7-difluoro-1,4-dihydro-4-oxoquinoline). The yield is 68.3%. Reaction SMILES: [CH2:1]([N:3]1[C:12]2[CH:7]([C:8](=O)[C:9]([F:14])=[C:10]([F:13])[CH:11]=2)[CH2:6][CH2:5][CH2:4]1)[CH3:2].C1(Cl)C(=O)C(Cl)=C(Cl)C(=[O:19])C=1Cl>>[CH2:1]([N:3]1[C:12]2[C:7](=[CH:8][C:9]([F:14])=[C:10]([F:13])[CH:11]=2)[C:6](=[O:19])[CH:5]=[CH:4]1)[CH3:2]. Procedure: 1-Ethyl-6,7-difluoro-1,2,3,4-tetrahydro-5-oxoquinoline(10 g) and p-chloranil (23 g) were reacted in the same method as described in Preparation 1-B to give the white above-indicated compound(6.7 g).